From a dataset of the Open Reaction Database (ORD), a public repository of structured organic reaction records. describe an organic reaction: reactants, conditions, products, and yield As a reaction SMILES: [C:1]([CH2:4][N:5]1[C:9]([S:10][C:11]2[CH:16]=[C:15]([Cl:17])[CH:14]=[C:13]([Cl:18])[CH:12]=2)=[C:8]([CH:19]([CH3:21])[CH3:20])[N:7]=[C:6]1[CH2:22][O:23][CH2:24][C:25]1[CH:30]=[CH:29][C:28]([O:31][CH3:32])=[CH:27][CH:26]=1)(=[O:3])[CH3:2].[BH4-].[Na+]>CO>[CH2:24]([O:23][CH2:22][C:6]1[N:5]([CH2:4][CH:1]([OH:3])[CH3:2])[C:9]([S:10][C:11]2[CH:16]=[C:15]([Cl:17])[CH:14]=[C:13]([Cl:18])[CH:12]=2)=[C:8]([CH:19]([CH3:21])[CH3:20])[N:7]=1)[C:25]1[CH:30]=[CH:29][CH:28]=[CH:27][CH:26]=1.[C:1]([CH2:4][N:5]1[C:9]([S:10][C:11]2[CH:16]=[C:15]([Cl:17])[CH:14]=[C:13]([Cl:18])[CH:12]=2)=[C:8]([CH:19]([CH3:21])[CH3:20])[N:7]=[C:6]1[CH2:22][O:23][CH2:24][C:25]1[CH:30]=[CH:29][C:28]([O:31][CH3:32])=[CH:27][CH:26]=1)(=[O:3])[CH3:2] |f:1.2|. The reactants are C(C)(=O)CN1C(=NC(=C1SC1=CC(=CC(=C1)Cl)Cl)C(C)C)COCC1=CC=C(C=C1)OC (1-acetylmethyl-5-(3,5-dichlorophenylthio)-4-isopropyl-2-(p-methoxybenzyloxymethyl)-1H-imidazole), [BH4-].[Na+] (sodium borohydride). Run in CO (methanol). Reported procedure: In methanol (5 ml) was dissolved 371 mg (0.8 mmol) of 1-acetylmethyl-2-benzyloxymethyl-5-(3,5-dichlorophenylthio)-4-isopropyl-1H-imidazole (17v"), followed by addition of 38 mg (1.0 mmol) of sodium borohydride with stirring at room temperature, and the mixture was stirred for 1.5 hours. This reaction mixture was concentrated under reduced pressure, and to the residue were added water and methylene chloride to extract. The organic layer was washed with water and was dried over sodium sulfate. The... Yields the product C(C1=CC=CC=C1)OCC=1N(C(=C(N1)C(C)C)SC1=CC(=CC(=C1)Cl)Cl)CC(C)O (2-benzyloxymethyl-5-(3,5-dichlorophenylthio)-1-(2-hydroxypropyl)-4-isopropyl-1H-imidazole), C(C)(=O)CN1C(=NC(=C1SC1=CC(=CC(=C1)Cl)Cl)C(C)C)COCC1=CC=C(C=C1)OC (1-acetylmethyl-5-(3,5-dichlorophenylthio)-4-isopropyl-2-(p-methoxybenzyloxymethyl)-1H-imidazole). Starting materials: ClC1=C(C(=O)Cl)C=CC(=C1)F (2-chloro-4-fluorobenzoyl chloride), ice, FC1=C(C=C(C=C1)C1NC2=CC=C(C=C2CC1(C)C)C(=O)OC)[N+](=O)[O-] (methyl 2-(4-fluoro-3-nitrophenyl)-3,3-dimethyl-1,2,3,4-tetrahydroquinoline-6-carboxylate), C(C)(C)N(C(C)C)CC (N,N-diisopropylethylamine). Run in ClCCl (dichloromethane), ClCCl (dichloromethane). Conditions: time 8 hour. Yields the product ClC1=C(C(=O)NC=2C=C(C=CC2F)C2NC3=CC=C(C=C3CC2(C)C)C(=O)OC)C=CC(=C1)F (methyl 2-(3-(2-chloro-4-fluorobenzamido)-4-fluorophenyl)-3,3-dimethyl-1,2,3,4-tetrahydroquinoline-6-carboxylate). Isolated yield 75.0%. Reaction SMILES: [F:1][C:2]1[CH:7]=[CH:6][C:5]([CH:8]2[C:17]([CH3:19])([CH3:18])[CH2:16][C:15]3[C:10](=[CH:11][CH:12]=[C:13]([C:20]([O:22][CH3:23])=[O:21])[CH:14]=3)[NH:9]2)=[CH:4][C:3]=1[N+:24]([O-])=O.C(N(CC)C(C)C)(C)C.[Cl:36][C:37]1[CH:45]=[C:44]([F:46])[CH:43]=[CH:42][C:38]=1[C:39](Cl)=[O:40]>ClCCl>[Cl:36][C:37]1[CH:45]=[C:44]([F:46])[CH:43]=[CH:42][C:38]=1[C:39]([NH:24][C:3]1[CH:4]=[C:5]([CH:8]2[C:17]([CH3:19])([CH3:18])[CH2:16][C:15]3[C:10](=[CH:11][CH:12]=[C:13]([C:20]([O:22][CH3:23])=[O:21])[CH:14]=3)[NH:9]2)[CH:6]=[CH:7][C:2]=1[F:1])=[O:40]. Procedure details: To an ice-cold mixture of methyl 2-(4-fluoro-3-nitrophenyl)-3,3-dimethyl-1,2,3,4-tetrahydroquinoline-6-carboxylate (170 mg, 0.52 mmol) and N,N-diisopropylethylamine (140 mg, 1.03 mmol) in 5 mL of dichloromethane was dropwise added a solution of 2-chloro-4-fluorobenzoyl chloride (120 mg, 0.62 mmol) in 3 mL dichloromethane under nitrogen. Then the resulted mixture was stirred at R.T. for overnight. Thin layer chromatography and LC-MS indicated that the starting material was consumed completely. Th... Reactants: Cl (hydrochloric acid), C(C1=CC=CC=C1)OC1=CC=C(C=C1)C=1C(N2C=CC3=C(C2=C(C1)C(=O)OC)N=CN3C)=O (methyl 8-(4-benzyloxy-phenyl)-3-methyl-7-oxo-3,7-dihydro-imidazo[4,5-a]quinolizine-10-carboxylate), [OH-].[K+] (potassium hydroxide). Run in O (water), C(C)O (ethanol), O (water). Product: C(C1=CC=CC=C1)OC1=CC=C(C=C1)C=1C(N2C=CC3=C(C2=C(C1)C(=O)O)N=CN3C)=O (8-(4-benzyloxy-phenyl)-3-methyl-7-oxo-3,7-dihydro-imidazo [4,5-a]quinolizine-10-carboxylic acid). The yield is 92.3%. RXN SMILES: [CH2:1]([O:8][C:9]1[CH:14]=[CH:13][C:12]([C:15]2[C:16](=[O:33])[N:17]3[C:22](=[C:23]([C:25]([O:27]C)=[O:26])[CH:24]=2)[C:21]2[N:29]=[CH:30][N:31]([CH3:32])[C:20]=2[CH:19]=[CH:18]3)=[CH:11][CH:10]=1)[C:2]1[CH:7]=[CH:6][CH:5]=[CH:4][CH:3]=1.[OH-].[K+].Cl>C(O)C.O>[CH2:1]([O:8][C:9]1[CH:10]=[CH:11][C:12]([C:15]2[C:16](=[O:33])[N:17]3[C:22](=[C:23]([C:25]([OH:27])=[O:26])[CH:24]=2)[C:21]2[N:29]=[CH:30][N:31]([CH3:32])[C:20]=2[CH:19]=[CH:18]3)=[CH:13][CH:14]=1)[C:2]1[CH:7]=[CH:6][CH:5]=[CH:4][CH:3]=1 |f:1.2|. Procedure details: 2.44 g (5.5 mmol) of methyl 8-(4-benzyloxy-phenyl)-3-methyl-7-oxo-3,7-dihydro-imidazo[4,5-a]quinolizine-10-carboxylate in 50 ml of ethanol were treated with a solution of 1.4 g (21 mmol) of potassium hydroxide (content 86%) in 50 ml of water. After boiling under reflux for 4 hours 200 ml of water were added and the mixture was adjusted to pH 1-2 with 2N hydrochloric acid while cooling with ice. The precipitate obtained was filtered off, washed with water and dried. There were obtained 2.16 g (92... RXN SMILES: [CH3:1][C:2]1([CH3:11])[C:4]([CH3:6])([CH3:5])[CH:3]1[NH:7][C:8]([NH2:10])=[S:9].C([O:14][C:15](=O)[CH:16](Br)[CH:17]([CH3:19])[CH3:18])C>>[CH:17]([CH:16]1[S:9][C:8]([NH:7][CH:3]2[C:4]([CH3:5])([CH3:6])[C:2]2([CH3:11])[CH3:1])=[N:10][C:15]1=[O:14])([CH3:19])[CH3:18]. Product: C(C)(C)C1C(N=C(S1)NC1C(C1(C)C)(C)C)=O (5-isopropyl-2-[(2,2,3,3-tetramethylcyclopropyl)amino]-1,3-thiazol-4(5H)-one). Reported procedure: Synthesis was performed from N-(2,2,3,3-tetramethylcyclopropyl)thiourea and ethyl-2-bromoisovalerate according to Method C. Reactants: CC1(C(C1(C)C)NC(=S)N)C (N-(2,2,3,3-tetramethylcyclopropyl)thiourea), C(C)OC(C(C(C)C)Br)=O (ethyl-2-bromoisovalerate). Reactants: CN(C)C=O, CC1CCc2c(C(=O)O)c(-c3ccc(F)cc3)nn21, O=C1CCC(=O)N1I, [Na+], O=C([O-])O, O. The product is CC1CCc2c(I)c(-c3ccc(F)cc3)nn21. RXN SMILES: [CH3:34][N:35]([CH3:36])[CH:37]=[O:38].[F:14][c:15]1[cH:16][cH:17][c:18](-[c:21]2[c:22]([C:30]([OH:31])=[O:32])[c:23]3[n:24]([n:25]2)[CH:26]([CH3:29])[CH2:27][CH2:28]3)[cH:19][cH:20]1.[I:6][N:7]1[C:8](=[O:9])[CH2:10][CH2:11][C:12]1=[O:13].[Na+:5].[O-:1][C:2]([OH:3])=[O:4].[OH2:33]>>[I:6][c:22]1[c:21](-[c:18]2[cH:17][cH:16][c:15]([F:14])[cH:20][cH:19]2)[n:25][n:24]2[c:23]1[CH2:28][CH2:27][CH:26]2[CH3:29].